Dataset: the Open Reaction Database (ORD), a public repository of structured organic reaction records. Task: describe an organic reaction: reactants, conditions, products, and yield Starting materials: BrC=1C(=NC(=NC1)N)Cl (5-bromo-4-chloropyrimidin-2-amine), NCC1CCN(CC1)C(=O)OC(C)(C)C (tert-butyl 4-(aminomethyl)piperidine-1-carboxylate), O(C1=CC=CC=C1)C1=CC=C(C=C1)B(O)O ((4-phenoxyphenyl)boronic acid), C(C=C)(=O)Cl (acryloyl chloride). Procedure: 1-(4-(((2-amino-5-(4-phenoxyphenyl)pyrimidin-4-yl)amino)methyl)piperidin-1-yl)prop-2-en-1-one was prepared from 5-bromo-4-chloropyrimidin-2-amine, tert-butyl 4-(aminomethyl)piperidine-1-carboxylate, (4-phenoxyphenyl)boronic acid, and acryloyl chloride using methods B, C, D, and F. HPLC purity: 100%. MS: m/z=430 [M+H]+. Reaction SMILES: Br[C:2]1[C:3](Cl)=[N:4][C:5]([NH2:8])=[N:6][CH:7]=1.[NH2:10][CH2:11][CH:12]1[CH2:17][CH2:16][N:15]([C:18]([O:20]C(C)(C)C)=O)[CH2:14][CH2:13]1.[O:25]([C:32]1[CH:37]=[CH:36][C:35](B(O)O)=[CH:34][CH:33]=1)[C:26]1[CH:31]=[CH:30][CH:29]=[CH:28][CH:27]=1.[C:41](Cl)(=O)[CH:42]=C>>[NH2:8][C:5]1[N:4]=[C:3]([NH:10][CH2:11][CH:12]2[CH2:13][CH2:14][N:15]([C:18](=[O:20])[CH:41]=[CH2:42])[CH2:16][CH2:17]2)[C:2]([C:29]2[CH:30]=[CH:31][C:26]([O:25][C:32]3[CH:37]=[CH:36][CH:35]=[CH:34][CH:33]=3)=[CH:27][CH:28]=2)=[CH:7][N:6]=1. Product: NC1=NC=C(C(=N1)NCC1CCN(CC1)C(C=C)=O)C1=CC=C(C=C1)OC1=CC=CC=C1 (1-(4-(((2-amino-5-(4-phenoxyphenyl)pyrimidin-4-yl)amino)methyl)piperidin-1-yl)prop-2-en-1-one). Starting materials: CCN=C=NCCCN(C)C.Cl (EDCI hydrochloride), ON1N=NC2=C1C=CC=C2 (1-hydroxybenzotriazole), NC1=C(C(=O)O)C=CC=C1Cl (2-amino-3-chlorobenzoic acid), O.N (ammonia water). Solvent: CN(C)C=O (DMF), O (Water). Run at time 3 hour. The product is NC1=C(C(=O)N)C=CC=C1Cl (2-amino-3-chlorobenzamide). The yield is 76.2%. As a reaction SMILES: CC[N:3]=C=NCCCN(C)C.Cl.ON1C2C=CC=CC=2N=N1.[NH2:23][C:24]1[C:32]([Cl:33])=[CH:31][CH:30]=[CH:29][C:25]=1[C:26](O)=[O:27].O.N>CN(C=O)C.O>[NH2:23][C:24]1[C:32]([Cl:33])=[CH:31][CH:30]=[CH:29][C:25]=1[C:26]([NH2:3])=[O:27] |f:0.1,4.5|. Reported procedure: EDCI hydrochloride (22.0 g) and 1-hydroxybenzotriazole (11.4 g) were added to a solution of 2-amino-3-chlorobenzoic acid (12.8 g) in DMF (100 mL), and subsequently ammonia water (22.0 ml) was added thereto. The reaction solution was stirred at room temperature for 3 hours. Water was added to the reaction solution, and the deposit was filtrated and dried under reduced pressure to obtain 2-amino-3-chlorobenzamide (9.7 g). Iron(III) chloride hexahydrate (6.3 g) and cyclopropanecarbaldehyde (1.3 ml)... Reactants: C(C)C(C(C)O)C(C)O (3-ethyl-2,4-pentanediol), N1=CC=CC=C1 (pyridine), C(C1=CC=CC=C1)(=O)Cl (benzoyl chloride), C1CCOC1 (THF), O=O (oxygen). Run in N#N (N2), O (water). Reaction conditions: time 12 hour. Product: C(C1=CC=CC=C1)(=O)OC(C)C(C(C)OC(C1=CC=CC=C1)=O)CC (3-ethyl-2,4-pentanediol dibenzoate). RXN SMILES: O=O.[CH2:3]([CH:5]([CH:9]([OH:11])[CH3:10])[CH:6]([OH:8])[CH3:7])[CH3:4].N1C=C[CH:15]=[CH:14][CH:13]=1.[C:18](Cl)(=[O:25])[C:19]1[CH:24]=[CH:23][CH:22]=[CH:21][CH:20]=1.[CH2:27]1[CH2:31][O:30][CH2:29][CH2:28]1>N#N.O>[C:18]([O:8][CH:6]([CH:5]([CH2:3][CH3:4])[CH:9]([O:11][C:29](=[O:30])[C:28]1[CH:27]=[CH:31][CH:15]=[CH:14][CH:13]=1)[CH3:10])[CH3:7])(=[O:25])[C:19]1[CH:24]=[CH:23][CH:22]=[CH:21][CH:20]=1. Procedure details: In N2 atmosphere free of water and oxygen, to a reactor were successively added 0.02 mol 3-ethyl-2,4-pentanediol, 20 ml THF, and 0.06 mol pyridine, then slowly added dropwise 0.05 mol benzoyl chloride. The reaction was heated refluxing for 8 hours, and allowed to continue at room temperature for further 12 hours. After the reaction was finished, the reaction mixture was filtered and the cake was washed with anhydrous ethyl ether for three times. The organic phase was completely washed with satur... The reactants are O=C1CCC(=O)N1Br, O=Cc1c(-c2ccco2)nn2c(Cl)cccc12, ClCCl. Product: O=Cc1c(-c2ccc(Br)o2)nn2c(Cl)cccc12. As a reaction SMILES: [Br:18][N:19]1[C:20](=[O:21])[CH2:22][CH2:23][C:24]1=[O:25].[Cl:1][c:2]1[cH:3][cH:4][cH:5][c:6]2[n:7]1[n:8][c:9](-[c:13]1[o:14][cH:15][cH:16][cH:17]1)[c:10]2[CH:11]=[O:12].[Cl:26][CH2:27][Cl:28]>>[Cl:1][c:2]1[cH:3][cH:4][cH:5][c:6]2[n:7]1[n:8][c:9](-[c:13]1[o:14][c:15]([Br:18])[cH:16][cH:17]1)[c:10]2[CH:11]=[O:12]. Starting materials: CCO, [Cl-], O=[N+]([O-])c1ccc(F)nc1F, [Fe], [NH4+], O. Yields the product Nc1ccc(F)nc1F. Reaction SMILES: [CH3:14][CH2:15][OH:16].[Cl-:12].[F:1][c:2]1[n:3][c:4]([F:11])[cH:5][cH:6][c:7]1[N+:8]([O-:9])=[O:10].[Fe:18].[NH4+:13].[OH2:17]>>[F:1][c:2]1[n:3][c:4]([F:11])[cH:5][cH:6][c:7]1[NH2:8]. Starting materials: O=Cc1cncc(Br)c1, CC(C)(C)S(N)=O, CC(C)[O-], CC(C)[O-], CC(C)[O-], CC(C)[O-], ClCCl, O, [Ti+4]. The product is CC(C)(C)S(=O)N=Cc1cncc(Br)c1. RXN SMILES: [Br:8][c:9]1[cH:10][c:11]([CH:15]=[O:16])[cH:12][n:13][cH:14]1.[CH3:1][C:2]([CH3:3])([CH3:4])[S:5](=[O:6])[NH2:7].[CH3:21][CH:22]([CH3:23])[O-:24].[CH3:26][CH:27]([CH3:28])[O-:29].[CH3:30][CH:31]([CH3:32])[O-:33].[CH3:34][CH:35]([CH3:36])[O-:37].[Cl:18][CH2:19][Cl:20].[OH2:17].[Ti+4:25]>>[CH3:1][C:2]([CH3:3])([CH3:4])[S:5](=[O:6])[N:7]=[CH:15][c:11]1[cH:10][c:9]([Br:8])[cH:14][n:13][cH:12]1. Starting materials: N1=C(Cl)N=C(Cl)N=C1Cl (cyanuric chloride), Cl.COC=1C=C2CCNCC2=CC1OC (6,7-dimethoxy-1,2,3,4-tetrahydro-isoquinoline hydrochloride). The solvent is C(O)([O-])=O.[Na+] (sodium hydrogen carbonate), O (water). Product: ClC1=NC(=NC(=N1)Cl)N1CC2=CC(=C(C=C2CC1)OC)OC (2,4-Dichloro-6-(6,7-dimethoxy-1,2,3,4-tetrahydro-isoquinolin-2-yl)-1,3,5-triazine). Reaction SMILES: [N:1]1[C:8]([Cl:9])=[N:7][C:5](Cl)=[N:4][C:2]=1[Cl:3].Cl.[CH3:11][O:12][C:13]1[CH:14]=[C:15]2[C:20](=[CH:21][C:22]=1[O:23][CH3:24])[CH2:19][NH:18][CH2:17][CH2:16]2>C(=O)([O-])O.[Na+].O>[Cl:9][C:8]1[N:1]=[C:2]([Cl:3])[N:4]=[C:5]([N:18]2[CH2:17][CH2:16][C:15]3[C:20](=[CH:21][C:22]([O:23][CH3:24])=[C:13]([O:12][CH3:11])[CH:14]=3)[CH2:19]2)[N:7]=1 |f:1.2,3.4|. Reported procedure: To a 0° C. stirred slurry of cyanuric chloride (8.03 g, 43.5 mM) in saturated sodium hydrogen carbonate solution (300 mL) was added 6,7-dimethoxy-1,2,3,4-tetrahydro-isoquinoline hydrochloride (10 g, 43.5 mM) in water (50 mL) at a rate that maintained the internal temperature below 8° C. After 10 min the product was extracted with methylene chloride, filtered through a cotton plug and concentrated to a solid. Filtration of a concentrated methylene chloride solution of the crude product through a ... Starting materials: O1C(C1)COC1=C(C(=O)NC2=C3C=CNC3=CC=C2)C=CC=C1 (2-[(2-oxiranyl)methoxy]-N-(1H-indol-4-yl)-benzamide), C1(CCCCC1)N (cyclohexylamine). Run in C(C)O (ethanol). Product: C1(CCCCC1)NCC(COC1=C(C(=O)NC2=C3C=CNC3=CC=C2)C=CC=C1)O (2-[3-(cyclohexylamino)-2-hydroxypropoxy]-N-(1H-indol-4-yl)-benzamide). Reaction SMILES: [O:1]1[CH2:3][CH:2]1[CH2:4][O:5][C:6]1[CH:23]=[CH:22][CH:21]=[CH:20][C:7]=1[C:8]([NH:10][C:11]1[CH:19]=[CH:18][CH:17]=[C:16]2[C:12]=1[CH:13]=[CH:14][NH:15]2)=[O:9].[CH:24]1([NH2:30])[CH2:29][CH2:28][CH2:27][CH2:26][CH2:25]1>C(O)C>[CH:24]1([NH:30][CH2:3][CH:2]([OH:1])[CH2:4][O:5][C:6]2[CH:23]=[CH:22][CH:21]=[CH:20][C:7]=2[C:8]([NH:10][C:11]2[CH:19]=[CH:18][CH:17]=[C:16]3[C:12]=2[CH:13]=[CH:14][NH:15]3)=[O:9])[CH2:29][CH2:28][CH2:27][CH2:26][CH2:25]1. Procedure details: 2.5 g of 2-[(2-oxiranyl)methoxy]-N-(1H-indol-4-yl)-benzamide in 20 ml of ethanol was refluxed for 2 hours with 1.86 ml of cyclohexylamine and the solvent was eliminated under reduced pressure. The residue was chromatographed over silica (eluent: chloroformmethanol 9-1) to obtain 1.97 g of 2-[3-(cyclohexylamino)-2-hydroxypropoxy]-N-(1H-indol-4-yl)-benzamide The reactants are [Cl-] (chloride), C1CCOC1 (THF), C(C1=CC=CC=C1)N1C(CCC1=O)=O (N-Benzylsuccinimide), C1CCOC1 (THF), [Cl-].[NH4+] (ammonium chloride). Conditions: temperature -78 celsius, time 2 hour. Product: C(C1=CC=CC=C1)N1C(CCC1(O)CC1=CC=C(C=C1)C1=CC=CC=C1)=O (1-Benzyl-5-biphenyl-4-ylmethyl-5-hydroxy-pyrrolidin-2-one). As a reaction SMILES: [CH2:1]([N:8]1[C:12](=[O:13])[CH2:11][CH2:10][C:9]1=[O:14])[C:2]1[CH:7]=[CH:6][CH:5]=[CH:4][CH:3]=1.[Cl-].[Cl-].[NH4+].[CH2:18]1[CH2:22]O[CH2:20][CH2:19]1>>[CH2:1]([N:8]1[C:12]([CH2:20][C:19]2[CH:20]=[CH:19][C:18]([C:22]3[CH:6]=[CH:7][CH:2]=[CH:3][CH:4]=3)=[CH:22][CH:18]=2)([OH:13])[CH2:11][CH2:10][C:9]1=[O:14])[C:2]1[CH:3]=[CH:4][CH:5]=[CH:6][CH:7]=1 |f:2.3|. Reported procedure: 9.5 g N-Benzylsuccinimide is added to 120 ml THF and the mixture is then cooled to −78° C. A solution of 4-methylbiphenylmagnesium chloride in THF (1.3 eq) is then added. The subsequent mixture is then stirred for 2 h at −78° C. The mixture is then warmed to 10° C. and 100 ml saturated ammonium chloride solution is added. The phases are separated and the aqueous phase is extracted with toluene. The combined organic phases are washed with water then brine and then concentrated in vacuo. The crude...